From a dataset of the Open Reaction Database (ORD), a public repository of structured organic reaction records. describe an organic reaction: reactants, conditions, products, and yield The reactants are C([O-])(O)=O.[Na+] (sodium bicarbonate), C(C)(=O)OC(C)=O (acetic anhydride), C(=O)O (formic acid), N1=CC=C2N1CCCN2 (4,5,6,7-tetrahydropyrazolo[1,5-a]pyrimidine). The solvent is ClCCl (dichloromethane). Reaction conditions: time 30 minute. Yields the product C(=O)N1C=2N(CCC1)N=CC2 (4-formyl-4,5,6,7-tetrahydropyrazolo[1,5-a]pyrimidine). RXN SMILES: C(O[C:5](=[O:7])C)(=O)C.C(O)=O.[N:11]1[N:15]2[CH2:16][CH2:17][CH2:18][NH:19][C:14]2=[CH:13][CH:12]=1.C(=O)(O)[O-].[Na+]>ClCCl>[CH:5]([N:19]1[CH2:18][CH2:17][CH2:16][N:15]2[N:11]=[CH:12][CH:13]=[C:14]12)=[O:7] |f:3.4|. Reported procedure: To acetic anhydride (0.153 ml) was added formic acid (0.077 ml) at 15-20° C. The mixture was stirred at ambient temperature for 30 minutes. To this solution was added 4,5,6,7-tetrahydropyrazolo[1,5-a]pyrimidine (100 mg) under ice-cooling and the mixture was stirred at the same temperature for 1 hour. The reaction mixture was added to a mixture of dichloromethane and aqueous sodium bicarbonate solution. The separated organic layer was dried over magnesium sulfate and evaporated in vacuo to give 4... The reactants are COC(C1=C(C(=CC=C1)O)N(S(=O)(=O)C1=CC=C(C=C1)OC)CC1=CC=CC=C1)=O (2-[Benzyl-(4-methoxy-benzenesulfonyl)-amino]-3-hydroxy-benzoic acid methyl ester), BrCC1=CC=C(C(=O)OC)C=C1 (methyl 4-(bromomethyl)benzoate). The product is COC(C1=C(C(=CC=C1)OCC1=CC=C(C=C1)C(=O)OC)N(S(=O)(=O)C1=CC=C(C=C1)OC)CC1=CC=CC=C1)=O (2-[Benzyl-(4-methoxy-benzenesulfonyl)-amino]-3-(4-methoxycarbonyl-benzyloxy)-benzoic acid methyl ester). The yield is 86.9%. As a reaction SMILES: [CH3:1][O:2][C:3](=[O:30])[C:4]1[CH:9]=[CH:8][CH:7]=[C:6]([OH:10])[C:5]=1[N:11]([CH2:23][C:24]1[CH:29]=[CH:28][CH:27]=[CH:26][CH:25]=1)[S:12]([C:15]1[CH:20]=[CH:19][C:18]([O:21][CH3:22])=[CH:17][CH:16]=1)(=[O:14])=[O:13].Br[CH2:32][C:33]1[CH:42]=[CH:41][C:36]([C:37]([O:39][CH3:40])=[O:38])=[CH:35][CH:34]=1>>[CH3:1][O:2][C:3](=[O:30])[C:4]1[CH:9]=[CH:8][CH:7]=[C:6]([O:10][CH2:32][C:33]2[CH:34]=[CH:35][C:36]([C:37]([O:39][CH3:40])=[O:38])=[CH:41][CH:42]=2)[C:5]=1[N:11]([CH2:23][C:24]1[CH:29]=[CH:28][CH:27]=[CH:26][CH:25]=1)[S:12]([C:15]1[CH:20]=[CH:19][C:18]([O:21][CH3:22])=[CH:17][CH:16]=1)(=[O:13])=[O:14]. Reported procedure: In the same manner as described in Example 38, 0.275 g (0.644 mmol) of the product of Example 37 and 0.295 g (1.288 mmol) of methyl 4-(bromomethyl)benzoate provided 0.322 g (87%) of the desired product as a white solid. Electrospray Mass Spec: 576.2 (M+H)+